This data is from the Open Reaction Database (ORD), a public repository of structured organic reaction records. The task is: describe an organic reaction: reactants, conditions, products, and yield Reactants: CCCn1c(=O)[nH]c(=O)c2[nH]cnc21, S=P12SP3(=S)SP(=S)(S1)SP(=S)(S2)S3, c1ccncc1. Yields the product CCCn1c(=O)[nH]c(=S)c2[nH]cnc21. RXN SMILES: [CH2:1]([CH2:2][CH3:3])[n:4]1[c:5](=[O:14])[nH:6][c:7](=[O:13])[c:8]2[nH:9][cH:10][n:11][c:12]12.[P:15]12(=[S:16])[S:17][P:18]3(=[S:28])[S:19][P:20](=[S:26])([S:21][P:22](=[S:25])([S:23]3)[S:24]1)[S:27]2.[cH:29]1[cH:30][cH:31][n:32][cH:33][cH:34]1>>[CH2:1]([CH2:2][CH3:3])[n:4]1[c:5](=[O:14])[nH:6][c:7](=[S:16])[c:8]2[nH:9][cH:10][n:11][c:12]12. The reactants are CCOC(=O)c1[nH]cc2c1NC1=C(C(=O)CN(OC(C)(C)C)C1)C2c1ccc(Sc2nc3cc(O[Si](C)(C)C(C)(C)C)ccc3[nH]2)o1, C1CCOC1. Yields the product CCOC(=O)c1[nH]cc2c1NC1=C(C(=O)CN(OC(C)(C)C)C1)C2c1ccc(Sc2nc3cc(O)ccc3[nH]2)o1. As a reaction SMILES: [CH2:1]([CH3:2])[O:3][C:4](=[O:5])[c:6]1[nH:7][cH:8][c:9]2[c:10]1[NH:11][C:12]1=[C:17]([C:16](=[O:42])[CH2:15][N:14]([O:43][C:44]([CH3:45])([CH3:46])[CH3:47])[CH2:13]1)[CH:18]2[c:19]1[o:20][c:21]([S:24][c:25]2[n:26][c:27]3[c:28]([nH:29]2)[cH:30][cH:31][c:32]([O:34][Si:35]([C:36]([CH3:37])([CH3:38])[CH3:39])([CH3:40])[CH3:41])[cH:33]3)[cH:22][cH:23]1.[O:48]1[CH2:49][CH2:50][CH2:51][CH2:52]1>>[CH2:1]([CH3:2])[O:3][C:4](=[O:5])[c:6]1[nH:7][cH:8][c:9]2[c:10]1[NH:11][C:12]1=[C:17]([C:16](=[O:42])[CH2:15][N:14]([O:43][C:44]([CH3:45])([CH3:46])[CH3:47])[CH2:13]1)[CH:18]2[c:19]1[o:20][c:21]([S:24][c:25]2[n:26][c:27]3[c:28]([nH:29]2)[cH:30][cH:31][c:32]([OH:34])[cH:33]3)[cH:22][cH:23]1.